From a dataset of the Open Reaction Database (ORD), a public repository of structured organic reaction records. describe an organic reaction: reactants, conditions, products, and yield Starting materials: C(O)(O)=O.N(N)C(N)=N (hydrazinecarboximidamide carbonic acid salt), ClC=1C=C(C(=O)Cl)C=CC1 (3-chlorobenzoyl chloride), [OH-].[Na+] (sodium hydroxide). Run in O (water), N1=CC=CC=C1 (pyridine). Reaction conditions: time 10 hour. Yields the product ClC=1C=C(C(=O)NNC(N)=N)C=CC1 (2-(3-chlorobenzoyl)hydrazinecarboximidamide). Isolated yield 42.8%. RXN SMILES: C(=O)(O)O.[NH:5]([C:7](=[NH:9])[NH2:8])[NH2:6].[Cl:10][C:11]1[CH:12]=[C:13]([CH:17]=[CH:18][CH:19]=1)[C:14](Cl)=[O:15].[OH-].[Na+]>N1C=CC=CC=1.O>[Cl:10][C:11]1[CH:12]=[C:13]([CH:17]=[CH:18][CH:19]=1)[C:14]([NH:6][NH:5][C:7](=[NH:8])[NH2:9])=[O:15] |f:0.1,3.4|. Procedure details: To a solution of hydrazinecarboximidamide carbonic acid salt (14 g, 241.12 mmol) in pyridine (100 ml) was added 3-chlorobenzoyl chloride (15 g, 85.71 mmol), and the reaction mixture was stirred for 10 h at room temperature. The resulting mixture was concentrated under vacuum to give a residue, which was dissolved in water (30 ml) and adjusted to pH 12 with sodium hydroxide (aq., sat.). The product was precipitated and collected by filtration and dried in an oven under reduced pressure to afford ... The reactants are CC1(SC2=CC=C(C=C2C(C1)(C)C)C#C)C (2,2,4,4-tetramethyl-6-ethynylthiochroman), CC1(SC2=CC=C(C=C2C(C1)(C)C)C#C)C (2,2,4,4-tetramethyl-6-ethynylthiochroman), IC1=CC=C(C(=O)OCC)C=C1 (ethyl 4-iodobenzoate), IC1=CC=C(C(=O)OCC)C=C1 (ethyl 4-iodobenzoate), cuprous iodide. The reagents and catalysts are [Pd](Cl)Cl.C1(=CC=CC=C1)P(C1=CC=CC=C1)C1=CC=CC=C1.C1(=CC=CC=C1)P(C1=CC=CC=C1)C1=CC=CC=C1 (bis (triphenylphosphine) palladium (II) chloride). Solvent: C(C)N(CC)CC (triethylamine). Conditions: time 40 hour. Yields the product CC1(SC2=CC=C(C=C2C(C1)(C)C)C#CC1=CC=C(C(=O)OCC)C=C1)C (Ethyl 4-[(2,2,4,4-tetramethyl-thiochroman-6-yl)-ethynyl]benzoate). Reaction SMILES: [CH3:1][C:2]1([CH3:16])[CH2:11][C:10]([CH3:13])([CH3:12])[C:9]2[C:4](=[CH:5][CH:6]=[C:7]([C:14]#[CH:15])[CH:8]=2)[S:3]1.I[C:18]1[CH:28]=[CH:27][C:21]([C:22]([O:24][CH2:25][CH3:26])=[O:23])=[CH:20][CH:19]=1>C(N(CC)CC)C.[Pd](Cl)Cl.C1(P(C2C=CC=CC=2)C2C=CC=CC=2)C=CC=CC=1.C1(P(C2C=CC=CC=2)C2C=CC=CC=2)C=CC=CC=1>[CH3:1][C:2]1([CH3:16])[CH2:11][C:10]([CH3:12])([CH3:13])[C:9]2[C:4](=[CH:5][CH:6]=[C:7]([C:14]#[C:15][C:18]3[CH:28]=[CH:27][C:21]([C:22]([O:24][CH2:25][CH3:26])=[O:23])=[CH:20][CH:19]=3)[CH:8]=2)[S:3]1 |f:3.4.5|. Procedure details: A solution of 110.7 mg (0.481 mmol) of 2,2,4,4,-tetramethyl-6-ethynylthiochroman (Compound 3) and 142.3 mg (0.516 mmol) of ethyl 4-iodobenzoate (Compound 97) in 2 ml of triethylamine was placed in a heavy walled glass tube and degassed under argon. The mixture was then treated with a finely ground mixture of 42 mg (0.221 mmol) of cuprous iodide and 63 mg (0.09 mmol) of bis (triphenylphosphine) palladium (II) chloride. The reaction mixture was degassed under argon again and the tube was sealed. T... Reported procedure: As in Example 2a 13.57 g (40.5 mmol) of 1b give, after column chromatography, 13.82 g (83%) of practically colorless oil. Yields the product CC1=CC=C(C=C1)S(=O)(=O)CCCCCCCCCCCOC1OCCCC1 (11-(4-Methylphenyl)sulfonyl-1-tetrahydropyranyloxyundecane). Starting materials: CC1=CC=C(C=C1)S(=O)(=O)CCCOC1OCCCC1 (3-(4-Methylphenyl)sulfonyl-1-tetrahydropyranyloxypropane), BrCCCCCCCCCCCOC1OCCCC1 (11-Bromo-1-tetrahydropyranyloxyundecane). Reaction SMILES: [CH3:1][C:2]1[CH:7]=[CH:6][C:5]([S:8]([CH2:11][CH2:12][CH2:13]OC2CCCCO2)(=[O:10])=[O:9])=[CH:4][CH:3]=1.BrCCC[CH2:25][CH2:26][CH2:27][CH2:28][CH2:29][CH2:30][CH2:31][CH2:32][O:33][CH:34]1[CH2:39][CH2:38][CH2:37][CH2:36][O:35]1>>[CH3:1][C:2]1[CH:3]=[CH:4][C:5]([S:8]([CH2:11][CH2:12][CH2:13][CH2:25][CH2:26][CH2:27][CH2:28][CH2:29][CH2:30][CH2:31][CH2:32][O:33][CH:34]2[CH2:39][CH2:38][CH2:37][CH2:36][O:35]2)(=[O:9])=[O:10])=[CH:6][CH:7]=1. The reactants are FC=1C=C(C=C(C1)F)[C@@H]1CSC(C(N1CC(=O)NC=1C=C2C[C@]3(CC2=CC1)N(C(NC3=O)=O)C)=O)(C)C (2-[(5R)-5-(3,5-Difluorophenyl)-2,2-dimethyl-3-oxo-4-thiomorpholinyl]-N-[(4S)-3-methyl-2,5-dioxo-1′,3′-dihydrospiro[imidazolidine-4,2′-inden]-5′-yl]acetamide), ClC=1C=C(C(=O)OO)C=CC1 (3-chloroperoxybenzoic acid), [OH-].[Ca+2].[OH-] (Calcium hydroxide). Run in C(Cl)(Cl)Cl (chloroform). Conditions: time 2 hour. Yields the product FC=1C=C(C=C(C1)F)[C@@H]1CSC(C(N1)=O)(C)C ((5R)-5-(3,5-Difluorophenyl)-2,2-dimethylthiomorpholin-3-one). RXN SMILES: [F:1][C:2]1[CH:3]=[C:4]([C@H:9]2[N:14](CC(NC3C=C4C(=CC=3)C[C@@]3(C(=O)NC(=O)N3C)C4)=O)[C:13](=[O:35])[C:12]([CH3:37])([CH3:36])[S:11][CH2:10]2)[CH:5]=[C:6]([F:8])[CH:7]=1.ClC1C=C(C=CC=1)C(OO)=O.[OH-].[Ca+2].[OH-]>C(Cl)(Cl)Cl>[F:8][C:6]1[CH:5]=[C:4]([C@H:9]2[NH:14][C:13](=[O:35])[C:12]([CH3:37])([CH3:36])[S:11][CH2:10]2)[CH:3]=[C:2]([F:1])[CH:7]=1 |f:2.3.4|. Reported procedure: To a solution of 2-[(5R)-5-(3,5-difluorophenyl)-2,2-dimethyl-3-oxo-4-thiomorpholinyl]-N-[(4S)-3-methyl-2,5-dioxo-1′,3′-dihydrospiro[imidazolidine-4,2′-inden]-5′-yl]acetamide (Example 2) in 1.5 mL chloroform at 0° C., was added 3-chloroperoxybenzoic acid (21 mg with a purity of 77%, 0.121 mmol). An LCMS of the reaction mixture after two hours showed that all starting material was consumed. Calcium hydroxide (14 mg, 0.185 mmol) was added to the reaction and stirred for forty minutes. The mixture w... The reactants are OC=1C2=C(NC(C1C#N)=O)SC=C2C=2SC(=C(C2)C)I (4-hydroxy-3-(5-iodo-4-methylthien-2-yl)-6-oxo-6,7-dihydrothieno[2,3-b]pyridine-5-carbonitrile), MgO, O (H2O), OC1=CC=C(C=C1)B(O)O (4-hydroxyphenylboronic acid), C(=O)([O-])[O-].[Cs+].[Cs+] (Cs2CO3). Reagents/catalysts: C=1C=CC(=CC1)[P](C=2C=CC=CC2)(C=3C=CC=CC3)[Pd]([P](C=4C=CC=CC4)(C=5C=CC=CC5)C=6C=CC=CC6)([P](C=7C=CC=CC7)(C=8C=CC=CC8)C=9C=CC=CC9)[P](C=1C=CC=CC1)(C=1C=CC=CC1)C=1C=CC=CC1 (Pd(PPh3)4). Run in CS(=O)C.CO (DMSO MeOH), O1CCOCC1 (dioxane), CN(C)C=O (DMF). Conditions: time 10 minute. Product: OC=1C2=C(NC(C1C#N)=O)SC=C2C=2SC(=C(C2)C)C2=CC=C(C=C2)O (4-hydroxy-3-[5-(4-hydroxyphenyl)-4-methylthien-2-yl]-6-oxo-6,7-dihydrothieno[2,3-b]pyridine-5-carbonitrile). Isolated yield 54.2%. As a reaction SMILES: [OH:1][C:2]1[C:3]2[C:13]([C:14]3[S:15][C:16](I)=[C:17]([CH3:19])[CH:18]=3)=[CH:12][S:11][C:4]=2[NH:5][C:6](=[O:10])[C:7]=1[C:8]#[N:9].O.[OH:22][C:23]1[CH:28]=[CH:27][C:26](B(O)O)=[CH:25][CH:24]=1.C([O-])([O-])=O.[Cs+].[Cs+]>O1CCOCC1.CN(C=O)C.CS(C)=O.CO.C1C=CC([P]([Pd]([P](C2C=CC=CC=2)(C2C=CC=CC=2)C2C=CC=CC=2)([P](C2C=CC=CC=2)(C2C=CC=CC=2)C2C=CC=CC=2)[P](C2C=CC=CC=2)(C2C=CC=CC=2)C2C=CC=CC=2)(C2C=CC=CC=2)C2C=CC=CC=2)=CC=1>[OH:1][C:2]1[C:3]2[C:13]([C:14]3[S:15][C:16]([C:26]4[CH:27]=[CH:28][C:23]([OH:22])=[CH:24][CH:25]=4)=[C:17]([CH3:19])[CH:18]=3)=[CH:12][S:11][C:4]=2[NH:5][C:6](=[O:10])[C:7]=1[C:8]#[N:9] |f:3.4.5,8.9,^1:58,60,79,98|. Reported procedure: To 4-hydroxy-3-(5-iodo-4-methylthien-2-yl)-6-oxo-6,7-dihydrothieno[2,3-b]pyridine-5-carbonitrile (200 mg, 0.48 mmol, Example 222) and MgO (58.0 mg, 1.44 mmol) in dioxane (1.25 ml) and DMF (1.25 ml) was added H2O (0.530 ml) and the mixture was stirred for 10 min and then degassed with N2 for 2 min. 4-hydroxyphenylboronic acid (86 mg, 0.62 mmol), Cs2CO3 (344 mg, 1.06 mmol) and Pd(PPh3)4 (28.0 mg, 0.024 mm were added, the vessel flushed with N2, and then stirred at 80° C. for 2 h. The reaction was ... Run in CN(C)C=O (DMF), [Cl-].[Na+].O (brine). The product is COC(=O)C=1C(=C2C=C(C(N(C2=CN1)CC1=CC=CC=C1)=O)C1=CC=CC=C1)O (1-Benzyl-5-hydroxy-2-oxo-3-phenyl-1,2-dihydro-[1,7]naphthyridine-6-carboxylic acid methyl ester). Reactants: COC(=O)C=1C(=C2C=C(C(N(C2=CN1)CC1=CC=CC=C1)=O)Br)O (1-benzyl-3-bromo-5-hydroxy-2-oxo-1,2-dihydro-[1,7]naphthyridine-6-carboxylic acid methyl ester), C1(=CC=CC=C1)[Sn](CCCC)(CCCC)CCCC (PhSnBu3), Cl (HCl), CCOC(=O)C (EtOAc). The reagents and catalysts are Cl[Pd]([P](C1=CC=CC=C1)(C2=CC=CC=C2)C3=CC=CC=C3)([P](C4=CC=CC=C4)(C5=CC=CC=C5)C6=CC=CC=C6)Cl (PdCl2(PPh3)2). Reaction conditions: temperature 120 celsius. Reported procedure: A mixture of 1-benzyl-3-bromo-5-hydroxy-2-oxo-1,2-dihydro-[1,7]naphthyridine-6-carboxylic acid methyl ester (200 mg, 0.51 mmol), PhSnBu3 (0.2 mL, 0.62 mmol), and PdCl2(PPh3)2 (72 mg, 0.10 mmol) in DMF (5 mL) was heated at 120° C. under nitrogen atmosphere for 2 h. After the mixture was cooled to r.t., brine (10 mL) and EtOAc (40 mL) were added. 1M HCl was added with stirring until pH was about 2. The aqueous layer was extracted with additional EtOAc and the organic layers were combined, washed w... As a reaction SMILES: [CH3:1][O:2][C:3]([C:5]1[C:6]([OH:24])=[C:7]2[C:12](=[CH:13][N:14]=1)[N:11]([CH2:15][C:16]1[CH:21]=[CH:20][CH:19]=[CH:18][CH:17]=1)[C:10](=[O:22])[C:9](Br)=[CH:8]2)=[O:4].[C:25]1([Sn](CCCC)(CCCC)CCCC)[CH:30]=[CH:29][CH:28]=[CH:27][CH:26]=1.CCOC(C)=O.Cl>CN(C=O)C.[Cl-].[Na+].O.Cl[Pd](Cl)([P](C1C=CC=CC=1)(C1C=CC=CC=1)C1C=CC=CC=1)[P](C1C=CC=CC=1)(C1C=CC=CC=1)C1C=CC=CC=1>[CH3:1][O:2][C:3]([C:5]1[C:6]([OH:24])=[C:7]2[C:12](=[CH:13][N:14]=1)[N:11]([CH2:15][C:16]1[CH:21]=[CH:20][CH:19]=[CH:18][CH:17]=1)[C:10](=[O:22])[C:9]([C:25]1[CH:30]=[CH:29][CH:28]=[CH:27][CH:26]=1)=[CH:8]2)=[O:4] |f:5.6.7,^1:61,80|. Yield: 82.2%. The reagents and catalysts are C=1C=CC(=CC1)[P](C=2C=CC=CC2)(C=3C=CC=CC3)[Pd]([P](C=4C=CC=CC4)(C=5C=CC=CC5)C=6C=CC=CC6)([P](C=7C=CC=CC7)(C=8C=CC=CC8)C=9C=CC=CC9)[P](C=1C=CC=CC1)(C=1C=CC=CC1)C=1C=CC=CC1 (tetrakis(triphenylphosphine)palladium(0)). Procedure: To a warm, stirred solution of 6-bromo-2-oxindole (4 g, 26.3 mmol) in 60 mL toluene and 60 mL ethanol was added tetrakis(triphenylphosphine)palladium(0) (2.3 g, 1.9 mmol) followed by 2M aqueous sodium carbonate (50 mL, 100 mmol) and pyridine-3-boronic acid, propanediol ester (5 g, 30.7 mmol). The mixture was stirred at 100° C. in an oil bath for 12 hours. The reaction mixture was cooled, diluted with ethyl acetate (500 mL) and washed with saturated sodium bicarbonate (200 mL), water (200 mL) and... Product: N1=CC(=CC=C1)C1=CC=C2CC(NC2=C1)=O (6-pyridin-3-yl-1,3-dihydro-indol-2-one). Starting materials: BrC1=CC=C2CC(NC2=C1)=O (6-bromo-2-oxindole), propanediol ester, C([O-])([O-])=O.[Na+].[Na+] (sodium carbonate), N1=CC(=CC=C1)B(O)O (pyridine-3-boronic acid). Reaction conditions: temperature 100 celsius, time 12 hour. Isolated yield 42.0%. The solvent is C1(=CC=CC=C1)C (toluene), C(C)O (ethanol), C(C)(=O)OCC (ethyl acetate). Reaction SMILES: Br[C:2]1[CH:10]=[C:9]2[C:5]([CH2:6][C:7](=[O:11])[NH:8]2)=[CH:4][CH:3]=1.C(=O)([O-])[O-].[Na+].[Na+].[N:18]1[CH:23]=[CH:22][CH:21]=[C:20](B(O)O)[CH:19]=1>C1(C)C=CC=CC=1.C(O)C.C(OCC)(=O)C.C1C=CC([P]([Pd]([P](C2C=CC=CC=2)(C2C=CC=CC=2)C2C=CC=CC=2)([P](C2C=CC=CC=2)(C2C=CC=CC=2)C2C=CC=CC=2)[P](C2C=CC=CC=2)(C2C=CC=CC=2)C2C=CC=CC=2)(C2C=CC=CC=2)C2C=CC=CC=2)=CC=1>[N:18]1[CH:23]=[CH:22][CH:21]=[C:20]([C:2]2[CH:10]=[C:9]3[C:5]([CH2:6][C:7](=[O:11])[NH:8]3)=[CH:4][CH:3]=2)[CH:19]=1 |f:1.2.3,^1:46,48,67,86|. The reactants are C1(CC1)N(C(OC(C)(C)C)=O)C1=NC(=NC=2N1N=CC2)SC (Tert-butyl cyclopropyl(2-(methylthio)pyrazolo[1,5-a][1,3,5]triazin-4-yl)carbamate), FC(OC=1C=C(C=CC1)B(O)O)(F)F (3-(trifluoromethoxy)phenyl boronic acid), O1C(=CC=C1)P(C=1OC=CC1)C=1OC=CC1 (tri(2-furyl)phosphine). The reagents and catalysts are S1C(=CC=C1)C(=O)[O-].[Cu+] (copper(I) thiophene-2-carboxylate), C=1C=CC(=CC1)/C=C/C(=O)/C=C/C2=CC=CC=C2.C=1C=CC(=CC1)/C=C/C(=O)/C=C/C2=CC=CC=C2.C=1C=CC(=CC1)/C=C/C(=O)/C=C/C2=CC=CC=C2.[Pd].[Pd] (Pd2dba3). Run at temperature 50 celsius. Yields the product C1(CC1)N(C(OC(C)(C)C)=O)C1=NC(=NC=2N1N=CC2)C2=CC(=CC=C2)OC(F)(F)F (tert-butyl cyclopropyl(2-(3-(trifluoromethoxy)phenyl)pyrazolo[1,5-a][1,3,5]triazin-4-yl)carbamate). Yield: 85.9%. As a reaction SMILES: [CH:1]1([N:4]([C:12]2[N:17]3[N:18]=[CH:19][CH:20]=[C:16]3[N:15]=[C:14](SC)[N:13]=2)[C:5](=[O:11])[O:6][C:7]([CH3:10])([CH3:9])[CH3:8])[CH2:3][CH2:2]1.[F:23][C:24]([F:36])([F:35])[O:25][C:26]1[CH:27]=[C:28](B(O)O)[CH:29]=[CH:30][CH:31]=1.O1C=CC=C1P(C1OC=CC=1)C1OC=CC=1>S1C=CC=C1C([O-])=O.[Cu+].C1C=CC(/C=C/C(/C=C/C2C=CC=CC=2)=O)=CC=1.C1C=CC(/C=C/C(/C=C/C2C=CC=CC=2)=O)=CC=1.C1C=CC(/C=C/C(/C=C/C2C=CC=CC=2)=O)=CC=1.[Pd].[Pd]>[CH:1]1([N:4]([C:12]2[N:17]3[N:18]=[CH:19][CH:20]=[C:16]3[N:15]=[C:14]([C:28]3[CH:29]=[CH:30][CH:31]=[C:26]([O:25][C:24]([F:23])([F:35])[F:36])[CH:27]=3)[N:13]=2)[C:5](=[O:11])[O:6][C:7]([CH3:10])([CH3:9])[CH3:8])[CH2:3][CH2:2]1 |f:3.4,5.6.7.8.9|. Reported procedure: Note: THF was degassed with a stream of N2 for 10 min. in a separate flask. Tert-butyl cyclopropyl(2-(methylthio)pyrazolo[1,5-a][1,3,5]triazin-4-yl)carbamate (100 mg, 0.31 mmol), 3-(trifluoromethoxy)phenyl boronic acid (154 mg, 0.74 mmol), tri(2-furyl)phosphine (86 mg, 0.37 mmol), copper(I) thiophene-2-carboxylate (167 mg, 0.88 mmol), Pd2dba3 (24 mg, 0.03 mmol) were combined. The flask was evacuated and backfilled with N2. THF (3.7 mL) was added and the reaction was heated to 50° C. for 5 d. The...